Dataset: the Open Reaction Database (ORD), a public repository of structured organic reaction records. Task: describe an organic reaction: reactants, conditions, products, and yield Reactants: [H-].[Na+] (sodium hydride), [I-].C(#N)C1=C(COC=2C=3N(C=CC2)C(=C(N3)C)C[N+](C)(C)C)C=CC=C1 (8-(2-cyanobenzyloxy)-3-trimethylammoniomethyl-2-methylimidazo[1,2-a]pyridine iodide), ice water. Reaction SMILES: [H-].[Na+].[I-].[C:4]([C:6]1[CH:28]=[CH:27][CH:26]=[CH:25][C:7]=1[CH2:8][O:9][C:10]1[C:11]2[N:12]([C:16]([CH2:20][N+](C)(C)C)=[C:17]([CH3:19])[N:18]=2)[CH:13]=[CH:14][CH:15]=1)#[N:5]>C(O)C#C>[C:4]([C:6]1[CH:28]=[CH:27][CH:26]=[CH:25][C:7]=1[CH2:8][O:9][C:10]1[C:11]2[N:12]([C:16]([CH2:20][O:9][CH2:8][C:7]#[CH:6])=[C:17]([CH3:19])[N:18]=2)[CH:13]=[CH:14][CH:15]=1)#[N:5] |f:0.1,2.3|. Run at time 2 hour. Reported procedure: To a solution of sodium hydride (60% in mineral oil dispersion, 0.14 g) in 2-propynyl alcohol (6 ml) was added 8-(2-cyanobenzyloxy)-3-trimethylammoniomethyl-2-methylimidazo[1,2-a]pyridine iodide (1.5 g) and the mixture was heated at 90°-95° C. with stirring for 2 hours. After being cooled, the mixture was poured into ice-water and the resulting precipitate was collected by filtration and dissolved in methylene chloride. The solution was treated successively with silica gel (1 g) and activated ch... The yield is 141.4%. Yields the product C(#N)C1=C(COC=2C=3N(C=CC2)C(=C(N3)C)COCC#C)C=CC=C1 (8-(2-cyanobenzyloxy)-2-methyl-3-(2-propynyloxymethyl)imidazo[1,2-a]pyridine). The solvent is C(C#C)O (2-propynyl alcohol). Starting materials: Cc1oc2cc3sc4ccccc4c3c(-c3cc(I)c(O)c(I)c3)c2c1C, O=C(O)C(O)Cc1ccccc1. The product is Cc1oc2cc3sc4ccccc4c3c(-c3cc(I)c(OC(Cc4ccccc4)C(=O)O)c(I)c3)c2c1C. RXN SMILES: [CH3:1][c:2]1[c:3]([CH3:27])[c:4]2[c:5]([cH:6][c:7]3[s:8][c:9]4[cH:10][cH:11][cH:12][cH:13][c:14]4[c:15]3[c:16]2-[c:17]2[cH:18][c:19]([I:25])[c:20]([OH:24])[c:21]([I:23])[cH:22]2)[o:26]1.[OH:28][CH:29]([C:30](=[O:31])[OH:32])[CH2:33][c:34]1[cH:35][cH:36][cH:37][cH:38][cH:39]1>>[CH3:1][c:2]1[c:3]([CH3:27])[c:4]2[c:5]([cH:6][c:7]3[s:8][c:9]4[cH:10][cH:11][cH:12][cH:13][c:14]4[c:15]3[c:16]2-[c:17]2[cH:18][c:19]([I:25])[c:20]([O:24][CH:29]([C:30](=[O:31])[OH:32])[CH2:33][c:34]3[cH:35][cH:36][cH:37][cH:38][cH:39]3)[c:21]([I:23])[cH:22]2)[o:26]1. The reactants are CC(O)=S, O=C([O-])O, C1CCOC1, ClCCl, O=[N+]([O-])c1ccc(CCl)c([N+](=O)[O-])c1, [Na+], O=S(=O)(O)O, c1ccncc1. The product is CC(=O)SCc1ccc([N+](=O)[O-])cc1[N+](=O)[O-]. As a reaction SMILES: [C:1]([CH3:2])(=[S:3])[OH:4].[C:38](=[O:39])([O-:40])[OH:41].[CH2:30]1[O:31][CH2:32][CH2:33][CH2:34]1.[Cl:35][CH2:36][Cl:37].[N+:11](=[O:12])([O-:13])[c:14]1[c:15]([CH2:16][Cl:17])[cH:18][cH:19][c:20]([N+:22](=[O:23])[O-:24])[cH:21]1.[Na+:42].[S:25](=[O:26])(=[O:27])([OH:28])[OH:29].[cH:5]1[cH:6][cH:7][n:8][cH:9][cH:10]1>>[C:1]([CH3:2])([S:3][CH2:16][c:15]1[c:14]([N+:11](=[O:12])[O-:13])[cH:21][c:20]([N+:22](=[O:23])[O-:24])[cH:19][cH:18]1)=[O:4]. Reactants: CC(C)=O, ClCC(I)=C(I)I, [I-], [Na+], [Na+], N#C[S-]. Product: N#CSCC(I)=C(I)I. As a reaction SMILES: [CH3:14][C:15](=[O:16])[CH3:17].[Cl:5][CH2:6][C:7](=[C:8]([I:9])[I:10])[I:11].[I-:13].[Na+:12].[Na+:1].[S-:2][C:3]#[N:4]>>[S:2]([C:3]#[N:4])[CH2:6][C:7](=[C:8]([I:9])[I:10])[I:11]. The reactants are CNS(=O)(=O)Cl (N-Methylsulfamoyl chloride), NC=1C(=CC=C2C=CC=NC12)C(O)C1=CC=CC=C1 ((8-amino-quinolin-7-yl)-phenyl-methanol), NC=1C(=CC=C2C=CC=NC12)C(O)C1=CC=CC=C1 ((8-amino-quinolin-7-yl)-phenyl-methanol). Run in N1=CC=CC=C1 (pyridine). Reaction conditions: time 16 hour. Yields the product CN1C(C=2C=CC3=CC=CN=C3C2NS1(=O)=O)C1=CC=CC=C1 (2-Methyl-1-phenyl-1,4-dihydro-2H-3-thia-2,4,5-triaza-phenanthrene 3,3-dioxide). Yield: 7.7%. As a reaction SMILES: [CH3:1][NH:2][S:3](Cl)(=[O:5])=[O:4].[NH2:7][C:8]1[C:9]([CH:18]([C:20]2[CH:25]=[CH:24][CH:23]=[CH:22][CH:21]=2)O)=[CH:10][CH:11]=[C:12]2[C:17]=1[N:16]=[CH:15][CH:14]=[CH:13]2>N1C=CC=CC=1>[CH3:1][N:2]1[S:3](=[O:5])(=[O:4])[NH:7][C:8]2[C:17]3[C:12](=[CH:13][CH:14]=[CH:15][N:16]=3)[CH:11]=[CH:10][C:9]=2[CH:18]1[C:20]1[CH:25]=[CH:24][CH:23]=[CH:22][CH:21]=1. Reported procedure: N-Methylsulfamoyl chloride (414 mg, 3.2 mmol) was added to a suspension of (8-amino-quinolin-7-yl)-phenyl-methanol (Intermediate 215) (200 mg, 0.8 mmol) in pyridine (5 ml) and the reaction was stirred at room temperature for 16 h. The solution was concentrated in vacuo. The crude residue was purified by column chromatography, with heptane/EtOAc (90:10-50:50) gradient elution to give the title compound (20 mg, 8%). Starting materials: ClC=1C=CC(=C(C1)C1=CC(N(C=C1OC)C(C(=O)OC(C)(C)C)CCOC)=O)OC(F)F (tert-butyl 2-{4-[5-chloro-2-(difluoromethoxy)phenyl]-5-methoxy-2-oxopyridin-1(2H)-yl}-4-methoxybutanoate), C(=O)(C(F)(F)F)O (TFA). Product: ClC=1C=CC(=C(C1)C1=CC(N(C=C1OC)C(C(=O)O)CCOC)=O)OC(F)F (2-{4-[5-Chloro-2-(difluoromethoxy)phenyl]-5-methoxy-2-oxopyridin-1(2H)-yl}-4-methoxybutanoic acid). Reaction SMILES: [Cl:1][C:2]1[CH:3]=[CH:4][C:5]([O:29][CH:30]([F:32])[F:31])=[C:6]([C:8]2[C:13]([O:14][CH3:15])=[CH:12][N:11]([CH:16]([CH2:24][CH2:25][O:26][CH3:27])[C:17]([O:19]C(C)(C)C)=[O:18])[C:10](=[O:28])[CH:9]=2)[CH:7]=1.C(O)(C(F)(F)F)=O>>[Cl:1][C:2]1[CH:3]=[CH:4][C:5]([O:29][CH:30]([F:32])[F:31])=[C:6]([C:8]2[C:13]([O:14][CH3:15])=[CH:12][N:11]([CH:16]([CH2:24][CH2:25][O:26][CH3:27])[C:17]([OH:19])=[O:18])[C:10](=[O:28])[CH:9]=2)[CH:7]=1. Procedure: 201 mg (purity 91%, 0.39 mmol) of tert-butyl 2-{4-[5-chloro-2-(difluoromethoxy)phenyl]-5-methoxy-2-oxopyridin-1(2H)-yl}-4-methoxybutanoate (racemate) were hydrolysed with TFA according to General Method 6A. Yield: 212 mg (purity 82%, quant.)